This data is from the Open Reaction Database (ORD), a public repository of structured organic reaction records. The task is: describe an organic reaction: reactants, conditions, products, and yield Reactants: CCOC(=O)C(NC(C)=O)C(=O)OCC, CCOP(=O)(Cc1ccccc1CBr)OCC, CCO. Yields the product CCOC(=O)C(Cc1ccccc1CP(=O)(OCC)OCC)(NC(C)=O)C(=O)OCC. Reaction SMILES: [C:1]([CH3:2])(=[O:3])[NH:4][CH:5]([C:6](=[O:7])[O:8][CH2:9][CH3:10])[C:11](=[O:12])[O:13][CH2:14][CH3:15].[CH2:16]([CH3:17])[O:18][P:19](=[O:20])([O:21][CH2:22][CH3:23])[CH2:24][c:25]1[c:26]([CH2:27][Br:28])[cH:29][cH:30][cH:31][cH:32]1.[CH3:33][CH2:34][OH:35]>>[C:1]([CH3:2])(=[O:3])[NH:4][C:5]([C:6](=[O:7])[O:8][CH2:9][CH3:10])([C:11](=[O:12])[O:13][CH2:14][CH3:15])[CH2:27][c:26]1[c:25]([CH2:24][P:19]([O:18][CH2:16][CH3:17])(=[O:20])[O:21][CH2:22][CH3:23])[cH:32][cH:31][cH:30][cH:29]1. Starting materials: C(C)(C)(C)C=1N=C(C2=C(N1)N(N=N2)CC2=C(C=CC=C2)Cl)N2CCOCC2 (5-tert-Butyl-3-(2-chloro-benzyl)-7-morpholin-4-yl-3H-[1,2,3]triazolo[4,5-d]pyrimidine), C(C)(C)(C)C=1N=C(C2=C(N1)N(N=N2)CC2=C(C=CC=C2)Cl)Cl (5-tert-butyl-7-chloro-3-(2-chlorobenzyl)-3H-[1,2,3]triazolo[4,5-d]pyrimidine), Cl.COC1CNCC1 (3-methoxypyrrolidine hydrochloride). The product is C(C)(C)(C)C=1N=C(C2=C(N1)N(N=N2)CC2=C(C=CC=C2)Cl)N2CC(CC2)OC (5-tert-Butyl-3-(2-chloro-benzyl)-7-(3-methoxy-pyrrolidin-1-yl)-3H-[1,2,3]triazolo[4,5-d]pyrimidine), gum. The yield is 70.0%. As a reaction SMILES: [C:1]([C:5]1[N:6]=[C:7]([N:22]2[CH2:27][CH2:26][O:25][CH2:24][CH2:23]2)[C:8]2[N:13]=[N:12][N:11]([CH2:14][C:15]3[CH:20]=[CH:19][CH:18]=[CH:17][C:16]=3[Cl:21])[C:9]=2[N:10]=1)([CH3:4])([CH3:3])[CH3:2].[C:28](C1N=C(Cl)C2N=NN(CC3C=CC=CC=3Cl)C=2N=1)(C)(C)C.Cl.COC1CCNC1>>[C:1]([C:5]1[N:6]=[C:7]([N:22]2[CH2:27][CH2:26][CH:24]([O:25][CH3:28])[CH2:23]2)[C:8]2[N:13]=[N:12][N:11]([CH2:14][C:15]3[CH:20]=[CH:19][CH:18]=[CH:17][C:16]=3[Cl:21])[C:9]=2[N:10]=1)([CH3:4])([CH3:3])[CH3:2] |f:2.3|. Procedure details: In analogy to the procedure described for the synthesis of 5-tert-butyl-3-(2-chloro-benzyl)-7-morpholin-4-yl-3H-[1,2,3]triazolo[4,5-d]pyrimidine (example 1, step c), the title compound was prepared from 5-tert-butyl-7-chloro-3-(2-chlorobenzyl)-3H-[1,2,3]triazolo[4,5-d]pyrimidine and 3-methoxypyrrolidine hydrochloride and isolated as colorless gum (13.2 mg, 70%). MS (m/e): 401.4 (MH+).